From a dataset of the Open Reaction Database (ORD), a public repository of structured organic reaction records. describe an organic reaction: reactants, conditions, products, and yield Product: COCC1CC(C(=O)OC)N(C(=O)OC(C)(C)C)C1. RXN SMILES: [C:19]([c:20]1[cH:21][c:22]([CH3:23])[cH:24][c:25]([C:26]([CH3:27])([CH3:28])[CH3:29])[n:30]1)([CH3:31])([CH3:32])[CH3:33].[CH3:1][O:2][C:3](=[O:4])[CH:5]1[N:6]([C:12](=[O:13])[O:14][C:15]([CH3:16])([CH3:17])[CH3:18])[CH2:7][CH:8]([CH2:10][OH:11])[CH2:9]1.[Cl:36][CH2:37][Cl:38].[I:34][CH3:35]>>[CH3:1][O:2][C:3](=[O:4])[CH:5]1[N:6]([C:12](=[O:13])[O:14][C:15]([CH3:16])([CH3:17])[CH3:18])[CH2:7][CH:8]([CH2:10][O:11][CH3:19])[CH2:9]1. Reactants: Cc1cc(C(C)(C)C)nc(C(C)(C)C)c1, COC(=O)C1CC(CO)CN1C(=O)OC(C)(C)C, ClCCl, CI. Reactants: CCN(C(C)C)C(C)C, ClCCl, COc1ccc2ncc(F)c(CCN3CC(O)C(CN)C3)c2n1, O=C1CSc2ccc(S(=O)(=O)Cl)cc2N1. Yields the product COc1ccc2ncc(F)c(CCN3CC(O)C(CNS(=O)(=O)c4ccc5c(c4)NC(=O)CS5)C3)c2n1. Reaction SMILES: [CH:24]([N:25]([CH2:26][CH3:27])[CH:28]([CH3:29])[CH3:30])([CH3:31])[CH3:32].[Cl:48][CH2:49][Cl:50].[NH2:1][CH2:2][CH:3]1[CH:4]([OH:23])[CH2:5][N:6]([CH2:8][CH2:9][c:10]2[c:11]([F:22])[cH:12][n:13][c:14]3[cH:15][cH:16][c:17]([O:20][CH3:21])[n:18][c:19]23)[CH2:7]1.[O:33]=[C:34]1[CH2:35][S:36][c:37]2[c:38]([cH:40][c:41]([S:44](=[O:45])(=[O:46])[Cl:47])[cH:42][cH:43]2)[NH:39]1>>[NH:1]([CH2:2][CH:3]1[CH:4]([OH:23])[CH2:5][N:6]([CH2:8][CH2:9][c:10]2[c:11]([F:22])[cH:12][n:13][c:14]3[cH:15][cH:16][c:17]([O:20][CH3:21])[n:18][c:19]23)[CH2:7]1)[S:44]([c:41]1[cH:40][c:38]2[c:37]([cH:43][cH:42]1)[S:36][CH2:35][C:34](=[O:33])[NH:39]2)(=[O:45])=[O:46]. Reactants: ClC1=NC=NC2=CC(=CC=C12)C(F)(F)F (4-chloro-7-trifluoromethylquinazoline), CNC1=CC=CC=C1 (N-methylaniline). Solvent: C(C)O (ethanol). Yields the product CN(C1=CC=CC=C1)C1=NC=NC2=CC(=CC=C12)C(F)(F)F (4-(N-Methylanilino)-7-trifluoromethylquinazoline). The yield is 42.9%. RXN SMILES: Cl[C:2]1[C:11]2[C:6](=[CH:7][C:8]([C:12]([F:15])([F:14])[F:13])=[CH:9][CH:10]=2)[N:5]=[CH:4][N:3]=1.[CH3:16][NH:17][C:18]1[CH:23]=[CH:22][CH:21]=[CH:20][CH:19]=1>C(O)C>[CH3:16][N:17]([C:2]1[C:11]2[C:6](=[CH:7][C:8]([C:12]([F:15])([F:14])[F:13])=[CH:9][CH:10]=2)[N:5]=[CH:4][N:3]=1)[C:18]1[CH:23]=[CH:22][CH:21]=[CH:20][CH:19]=1. Procedure: 2.5 g of 4-chloro-7-trifluoromethylquinazoline and 1.2 g of N-methylaniline were added, in turn, to 5 ml of ethanol, and then the mixture was heated until it became a homogeneous solution. At the end of this time, the ethanol was distilled off and the residual crystals were recrystallized from a 9:1 by volume mixture of ethanol and water, to give 1.4 g (yield 46%) of the desired Compound No. 73 in the form of colourless granules melting at 135°-137° C. The reactants are CCOC=O, CCOC(=O)Cc1ccc(Cl)cc1F, Cl, [H-], [Na+], C1CCOC1, O. Yields the product CCOC(=O)C(C=O)c1ccc(Cl)cc1F. Reaction SMILES: [CH:17](=[O:18])[O:19][CH2:20][CH3:21].[Cl:3][c:4]1[cH:5][c:6]([F:16])[c:7]([CH2:10][C:11](=[O:12])[O:13][CH2:14][CH3:15])[cH:8][cH:9]1.[ClH:22].[H-:1].[Na+:2].[O:23]1[CH2:24][CH2:25][CH2:26][CH2:27]1.[OH2:28]>>[Cl:3][c:4]1[cH:5][c:6]([F:16])[c:7]([CH:10]([C:11](=[O:12])[O:13][CH2:14][CH3:15])[CH:17]=[O:18])[cH:8][cH:9]1. The reactants are CC(C)(OC(=O)N(CCC(=O)O)CC=1SC=CC1)C (3-[[(1,1-dimethylethoxy)carbonyl](2-thienylmethyl)amino]propanoic acid), ClC1=CC2=C(OC3=C(CN2C(=O)NN)C=CC=C3)C=C1 (8-chlorodibenz[b,f][1,4]oxazepine-10(11H)-carboxylic acid, hydrazide). Run in O (H2O). The product is CC(C)(OC(=O)N(CCC(=O)NNC(=O)N1C2=C(OC3=C(C1)C=CC=C3)C=CC(=C2)Cl)CC=2SC=CC2)C (8-chlorodibenz[b,f][1,4]oxazepine-10(11H)-carboxylic acid, 2-[3-[[(1,1-dimethylethoxy)carbonyl](2-thienylmethyl)-amino]-1-oxopropyl]hydrazide). As a reaction SMILES: [CH3:1][C:2]([CH3:19])([O:4][C:5]([N:7]([CH2:13][C:14]1[S:15][CH:16]=[CH:17][CH:18]=1)[CH2:8][CH2:9][C:10]([OH:12])=O)=[O:6])[CH3:3].[Cl:20][C:21]1[CH:39]=[CH:38][C:24]2[O:25][C:26]3[CH:37]=[CH:36][CH:35]=[CH:34][C:27]=3[CH2:28][N:29]([C:30]([NH:32][NH2:33])=[O:31])[C:23]=2[CH:22]=1>O>[CH3:19][C:2]([CH3:1])([O:4][C:5]([N:7]([CH2:13][C:14]1[S:15][CH:16]=[CH:17][CH:18]=1)[CH2:8][CH2:9][C:10]([NH:33][NH:32][C:30]([N:29]1[CH2:28][C:27]2[CH:34]=[CH:35][CH:36]=[CH:37][C:26]=2[O:25][C:24]2[CH:38]=[CH:39][C:21]([Cl:20])=[CH:22][C:23]1=2)=[O:31])=[O:12])=[O:6])[CH3:3]. Procedure details: 1.1 mmol of 3-[[(1,1-dimethylethoxy)carbonyl](2-thienylmethyl)amino]propanoic acid (16), prepared as described above in Example 16, was reacted with 8-chlorodibenz[b,f][1,4]oxazepine-10(11H)-carboxylic acid, hydrazide (1), prepared as described above in Example 1, in the same manner described in Example 9. The yield of product was 0.31 g (51%). Analysis calculated for C27H29N4O5SCl.0.25 H2O (M.W. 561.57): C, 57.29; H, 5.34; N, 9.90. Found: C, 57.42; H, 5.40; N, 9.96.